Dataset: the Open Reaction Database (ORD), a public repository of structured organic reaction records. Task: describe an organic reaction: reactants, conditions, products, and yield Reactants: [N+](=O)([O-])C1=CC(=C(C=C1[N+](=O)[O-])N)N (4,5-dinitro-1,2-phenylenediamine), O.FC(C(C(=O)C1=CC=CC=C1)=O)(F)F (3,3,3-trifluoro-1-phenyl-1,2-propanedione hydrate). Product: [N+](=O)([O-])C=1C=C2N=C(C(=NC2=CC1[N+](=O)[O-])C1=CC=CC=C1)C(F)(F)F (6,7-Dinitro-2-phenyl-3-trifluoromethylquinoxaline). As a reaction SMILES: [N+:1]([C:4]1[C:9]([N+:10]([O-:12])=[O:11])=[CH:8][C:7]([NH2:13])=[C:6]([NH2:14])[CH:5]=1)([O-:3])=[O:2].O.[F:16][C:17]([F:29])([F:28])[C:18](=O)[C:19]([C:21]1[CH:26]=[CH:25][CH:24]=[CH:23][CH:22]=1)=O>>[N+:1]([C:4]1[CH:5]=[C:6]2[C:7](=[CH:8][C:9]=1[N+:10]([O-:12])=[O:11])[N:13]=[C:19]([C:21]1[CH:26]=[CH:25][CH:24]=[CH:23][CH:22]=1)[C:18]([C:17]([F:16])([F:28])[F:29])=[N:14]2)([O-:3])=[O:2] |f:1.2|. Procedure: The title compound was prepared from 4,5-dinitro-1,2-phenylenediamine (890 mg, 4.5 mmol) and 3,3,3-trifluoro-1-phenyl-1,2-propanedione hydrate (1 g, 4.9 mmol) similarly as described in example 144. Starting materials: CC(C)=O, [I-], [Na+], O=C1CN(N=Cc2ccccc2)C(=O)N1CCCCCl. Product: O=C1CN(N=Cc2ccccc2)C(=O)N1CCCCI. RXN SMILES: [CH3:23][C:24](=[O:25])[CH3:26].[I-:22].[Na+:21].[c:1]1([CH:7]=[N:8][N:9]2[C:10](=[O:20])[N:11]([CH2:15][CH2:16][CH2:17][CH2:18][Cl:19])[C:12](=[O:14])[CH2:13]2)[cH:2][cH:3][cH:4][cH:5][cH:6]1>>[c:1]1([CH:7]=[N:8][N:9]2[C:10](=[O:20])[N:11]([CH2:15][CH2:16][CH2:17][CH2:18][I:22])[C:12](=[O:14])[CH2:13]2)[cH:2][cH:3][cH:4][cH:5][cH:6]1. Starting materials: C(C1=CC=CC=C1)N1CC2(CC2)C(C1)=O (5-benzyl-5-azaspiro[2.4]heptan-7-one), Br[Zn]C[Zn]C[Zn]Br.C1CCCO1 (Nysted reagent). The product is C(C1=CC=CC=C1)N1CC2(CC2)C(C1)=C (5-benzyl-7-methylene-5-azaspiro[2.4]heptane). Conditions: time 2 day. Procedure details: 5-benzyl-5-azaspiro[2.4]heptan-7-one (300 mg) was dissolved into anhydrous tetrahydrofuran (10 ml) and Nysted reagent (1.5 eq, 20% solution) was added to the reaction. The reaction was stirred at RT for two days and quenched with NH4Cl solution and extracted with EtOAc followed by washing with water, then brine and dried over Na2SO4 and purified with silica gel column to give the titled compound. Mass: (M+1), 200 Reaction SMILES: [CH2:1]([N:8]1[CH2:14][C:13](=O)[C:10]2([CH2:12][CH2:11]2)[CH2:9]1)[C:2]1[CH:7]=[CH:6][CH:5]=[CH:4][CH:3]=1.Br[Zn][CH2:18][Zn]C[Zn]Br.C1OCCC1>O1CCCC1>[CH2:1]([N:8]1[CH2:14][C:13](=[CH2:18])[C:10]2([CH2:12][CH2:11]2)[CH2:9]1)[C:2]1[CH:7]=[CH:6][CH:5]=[CH:4][CH:3]=1 |f:1.2|. Run in O1CCCC1 (tetrahydrofuran). Reactants: ClC(=O)OCC (ethyl chloroformate), ClC=1C=C(C=C(C1Cl)Cl)N(C(=O)N)O (1-(3,4,5-Trichlorophenyl)-1-hydroxyurea), O (water). The solvent is [OH-].[Na+] (sodium hydroxide). Conditions: time 1 hour. The product is ClC=1C=C(C=C(C1Cl)Cl)N1OC(NC1=O)=O (2-(3,4,5-trichlorophenyl)-1,2,4-oxadiazolidin-3,5-dione). Reaction SMILES: [Cl:1][C:2]1[CH:3]=[C:4]([N:10]([OH:14])[C:11]([NH2:13])=[O:12])[CH:5]=[C:6]([Cl:9])[C:7]=1[Cl:8].Cl[C:16](OCC)=[O:17].O>[OH-].[Na+]>[Cl:1][C:2]1[CH:3]=[C:4]([N:10]2[C:11](=[O:12])[NH:13][C:16](=[O:17])[O:14]2)[CH:5]=[C:6]([Cl:9])[C:7]=1[Cl:8] |f:3.4|. Procedure: 1-(3,4,5-Trichlorophenyl)-1-hydroxyurea (0.2 mole) dissolved in aqueous sodium hydroxide (200 ml; 2 N) is charged into a glass reaction vessel equipped with a mechanical stirrer and thermometer. The solution is cooled to a temperature of about 10°C and ethyl chloroformate (0.21 mole) is slowly added with stirring. After the addition is completed stirring is continued for a period of about one hour. The reaction mixture is then poured into 2 liters of water. The resulting aqueous solution is then... Reactants: CCOC(C(=O)NCc1ccc(C#N)cc1O)c1ccc(OC)cc1F, O=C([O-])[O-], CS(C)=O, O=[N+]([O-])c1ccc(Cl)nc1, [Cs+], [Cs+]. The product is CCOC(C(=O)NCc1ccc(C#N)cc1Oc1ccc([N+](=O)[O-])cn1)c1ccc(OC)cc1F. As a reaction SMILES: [C:1](#[N:2])[c:3]1[cH:4][c:5]([OH:26])[c:6]([CH2:7][NH:8][C:9]([CH:10]([c:11]2[c:12]([F:19])[cH:13][c:14]([O:17][CH3:18])[cH:15][cH:16]2)[O:20][CH2:21][CH3:22])=[O:23])[cH:24][cH:25]1.[C:37](=[O:38])([O-:39])[O-:40].[CH3:43][S:44]([CH3:45])=[O:46].[Cl:27][c:28]1[n:29][cH:30][c:31]([N+:34](=[O:35])[O-:36])[cH:32][cH:33]1.[Cs+:41].[Cs+:42]>>[C:1](#[N:2])[c:3]1[cH:4][c:5]([O:26][c:28]2[n:29][cH:30][c:31]([N+:34](=[O:35])[O-:36])[cH:32][cH:33]2)[c:6]([CH2:7][NH:8][C:9]([CH:10]([c:11]2[c:12]([F:19])[cH:13][c:14]([O:17][CH3:18])[cH:15][cH:16]2)[O:20][CH2:21][CH3:22])=[O:23])[cH:24][cH:25]1. The reactants are C(C)(C)(C)OC(=O)N1CCN(CC1)C(=O)C=1N(C2=CC=C(C=C2C1)OC1=NC=C(C=C1)NC(C1=CC=C(C=C1)C(F)(F)F)=O)C (4-{1-methyl-5-[5-(4-trifluoromethylbenzoylamino)-pyridin-2-yloxy]-1H-indole-2-carbonyl}piperazine-1-carboxylic acid tert-butyl ester), FC(C(=O)O)(F)F (trifluoroacetic acid). Run at time 1 hour. The product is CN1C(=CC2=CC(=CC=C12)OC1=CC=C(C=N1)NC(C1=CC=C(C=C1)C(F)(F)F)=O)C(=O)N1CCNCC1 (N-{6-[1-methyl-2-(piperazine-1-carbonyl)-1H-indol-5-yloxy]pyridin-3-yl}-4-trifluoromethylbenzamide). The yield is 87.9%. As a reaction SMILES: C(OC([N:8]1[CH2:13][CH2:12][N:11]([C:14]([C:16]2[N:17]([CH3:45])[C:18]3[C:23]([CH:24]=2)=[CH:22][C:21]([O:25][C:26]2[CH:31]=[CH:30][C:29]([NH:32][C:33](=[O:44])[C:34]4[CH:39]=[CH:38][C:37]([C:40]([F:43])([F:42])[F:41])=[CH:36][CH:35]=4)=[CH:28][N:27]=2)=[CH:20][CH:19]=3)=[O:15])[CH2:10][CH2:9]1)=O)(C)(C)C.FC(F)(F)C(O)=O>>[CH3:45][N:17]1[C:18]2[C:23](=[CH:22][C:21]([O:25][C:26]3[N:27]=[CH:28][C:29]([NH:32][C:33](=[O:44])[C:34]4[CH:39]=[CH:38][C:37]([C:40]([F:42])([F:41])[F:43])=[CH:36][CH:35]=4)=[CH:30][CH:31]=3)=[CH:20][CH:19]=2)[CH:24]=[C:16]1[C:14]([N:11]1[CH2:10][CH2:9][NH:8][CH2:13][CH2:12]1)=[O:15]. Reported procedure: To 4-{1-methyl-5-[5-(4-trifluoromethylbenzoylamino)-pyridin-2-yloxy]-1H-indole-2-carbonyl}piperazine-1-carboxylic acid tert-butyl ester (2.75 g, 4.41 mmol) was added trifluoroacetic acid (16 mL) under ice cooling. The reaction mixture was stirred for 1 hour at room temperature. The reaction mixture was evaporated under reduced pressure. The residue was made alkaline with 5 M NaOH, and extracted with dichloromethane. The organic layer was washed with brine, dried over anhydrous magnesium sulfate....